This data is from the Open Reaction Database (ORD), a public repository of structured organic reaction records. The task is: describe an organic reaction: reactants, conditions, products, and yield The reactants are C(C)(C)(C)C=1C=C(C(=O)OCCCN(C)C)C=C(C1O)C(C)(C)C (3-dimethylaminopropyl 3,5-di-tert-butyl-4-hydroxybenzoate), C1(=CC=C(C=C1)S(=O)(=O)OC)C (methyl p-toluenesulfonate). RXN SMILES: C(C1C=C(C=C(C(C)(C)C)C=1O)C(OCC[CH2:13][N:14]([CH3:16])[CH3:15])=O)(C)(C)C.[C:25]1([CH3:36])[CH:30]=[CH:29][C:28]([S:31]([O:34]C)(=[O:33])=[O:32])=[CH:27][CH:26]=1>C(#N)C>[S:31]([C:28]1[CH:29]=[CH:30][C:25]([CH3:36])=[CH:26][CH:27]=1)([O-:34])(=[O:33])=[O:32].[CH3:13][NH+:14]([CH3:16])[CH3:15] |f:3.4|. Procedure: A mixture of 16.78 g (50 mmol) of 3-dimethylaminopropyl 3,5-di-tert-butyl-4-hydroxybenzoate, prepared as described in Example 4, 9.31 g (50 mmol) of methyl p-toluenesulfonate and 125 ml of acetonitrile was heated at reflux for 1 hour and 15 minutes and cooled. The collected solid was recrystallized from 140 ml of acetonitrile to give 19.48 g (74.7% of theory) of N-[3-(3,5-di-tert-butyl-4-hydroxybenzoyloxy)propyl)]trimethyl ammonium tosylate. Solvent: C(C)#N (acetonitrile). Product: S(=O)(=O)([O-])C1=CC=C(C)C=C1.C[NH+](C)C (trimethyl ammonium tosylate). Reactants: BrCCCOc1ccccc1, COC(=O)C(=O)c1ccc(O)cc1, CN(C)C=O, [H-], [Na+]. The product is COC(=O)C(=O)c1ccc(OCCCOc2ccccc2)cc1. RXN SMILES: [Br:16][CH2:17][CH2:18][CH2:19][O:20][c:21]1[cH:22][cH:23][cH:24][cH:25][cH:26]1.[CH3:1][O:2][C:3]([C:4]([c:5]1[cH:6][cH:7][c:8]([OH:11])[cH:9][cH:10]1)=[O:12])=[O:13].[CH3:27][N:28]([CH3:29])[CH:30]=[O:31].[H-:14].[Na+:15]>>[CH3:1][O:2][C:3]([C:4]([c:5]1[cH:6][cH:7][c:8]([O:11][CH2:17][CH2:18][CH2:19][O:20][c:21]2[cH:22][cH:23][cH:24][cH:25][cH:26]2)[cH:9][cH:10]1)=[O:12])=[O:13]. Reactants: BrB(Br)Br, COc1ccc(CC2=NNC(=O)C2)cc1, ClCCl. The product is O=C1CC(Cc2ccc(O)cc2)=NN1. As a reaction SMILES: [B:16]([Br:17])([Br:18])[Br:19].[CH3:1][O:2][c:3]1[cH:4][cH:5][c:6]([CH2:7][C:8]2=[N:9][NH:10][C:11](=[O:13])[CH2:12]2)[cH:14][cH:15]1.[Cl:20][CH2:21][Cl:22]>>[OH:2][c:3]1[cH:4][cH:5][c:6]([CH2:7][C:8]2=[N:9][NH:10][C:11](=[O:13])[CH2:12]2)[cH:14][cH:15]1. Starting materials: CN1CCC(c2ccc(Nc3cc(Br)cn(C)c3=O)nc2)CC1, CC(=O)OCc1c(B2OC(C)(C)C(C)(C)O2)cccc1N1CCc2c(sc3c2CCCC3)C1=O, CC(=O)[O-], CC#N, [Na+]. The product is CC(=O)OCc1c(-c2cc(Nc3ccc(C4CCN(C)CC4)cn3)c(=O)n(C)c2)cccc1N1CCc2c(sc3c2CCCC3)C1=O. As a reaction SMILES: [Br:1][c:2]1[cH:3][c:4]([NH:10][c:11]2[n:12][cH:13][c:14]([CH:17]3[CH2:18][CH2:19][N:20]([CH3:23])[CH2:21][CH2:22]3)[cH:15][cH:16]2)[c:5](=[O:9])[n:6]([CH3:8])[cH:7]1.[C:24]([CH3:25])(=[O:26])[O:27][CH2:28][c:29]1[c:30]([N:44]2[C:45](=[O:57])[c:46]3[c:47]([c:50]4[c:51]([s:52]3)[CH2:53][CH2:54][CH2:55][CH2:56]4)[CH2:48][CH2:49]2)[cH:31][cH:32][cH:33][c:34]1[B:35]1[O:36][C:37]([CH3:38])([CH3:39])[C:40]([CH3:41])([CH3:42])[O:43]1.[C:58]([O-:59])(=[O:60])[CH3:61].[CH3:63][C:64]#[N:65].[Na+:62]>>[c:2]1(-[c:34]2[c:29]([CH2:28][O:27][C:24]([CH3:25])=[O:26])[c:30]([N:44]3[C:45](=[O:57])[c:46]4[c:47]([c:50]5[c:51]([s:52]4)[CH2:53][CH2:54][CH2:55][CH2:56]5)[CH2:48][CH2:49]3)[cH:31][cH:32][cH:33]2)[cH:3][c:4]([NH:10][c:11]2[n:12][cH:13][c:14]([CH:17]3[CH2:18][CH2:19][N:20]([CH3:23])[CH2:21][CH2:22]3)[cH:15][cH:16]2)[c:5](=[O:9])[n:6]([CH3:8])[cH:7]1. Reactants: COC1=CC=C(C(=O)C2CCN(CC2)C2C(NCC2)=O)C=C1 (3-[4-(4-methoxy-benzoyl)-piperidin-1-yl]-pyrrolidin-2-one), ClCC#N (chloroacetonitrile), [H-].[Na+] (sodium hydride). The solvent is C1CCOC1 (THF), CN(C)C=O (DMF). Reaction conditions: temperature 70 celsius. The product is COC1=CC=C(C(=O)C2CCN(CC2)C2C(N(CC2)CC#N)=O)C=C1 (2-(3-(4-(4-methoxybenzoyl)piperidin-1-yl)-2-oxopyrrolidin-1-yl)acetonitrile), residue. Yield: 22.1%. Reaction SMILES: [CH3:1][O:2][C:3]1[CH:22]=[CH:21][C:6]([C:7]([CH:9]2[CH2:14][CH2:13][N:12]([CH:15]3[CH2:19][CH2:18][NH:17][C:16]3=[O:20])[CH2:11][CH2:10]2)=[O:8])=[CH:5][CH:4]=1.Cl[CH2:24][C:25]#[N:26].[H-].[Na+]>C1COCC1.CN(C=O)C>[CH3:1][O:2][C:3]1[CH:4]=[CH:5][C:6]([C:7]([CH:9]2[CH2:14][CH2:13][N:12]([CH:15]3[CH2:19][CH2:18][N:17]([CH2:24][C:25]#[N:26])[C:16]3=[O:20])[CH2:11][CH2:10]2)=[O:8])=[CH:21][CH:22]=1 |f:2.3|. Reported procedure: To a solution of 3-[4-(4-methoxy-benzoyl)-piperidin-1-yl]-pyrrolidin-2-one (1.65 mmol, 500 mg) and chloroacetonitrile (1.65 mmol, 0.125 g) in THF (30 mL) and DMF (5 mL) was added sodium hydride (60%, 2.48 mmol, 0.099 g) and heated to 70° C. for 30 min. The reaction was allowed to cool to ambient temperature and dried under vacuum. Flash column chromatography (silica) was performed eluting with ethyl acetate to 20% MeOH/ethyl acetate and provided the title compound as an off-white residue (125 mg... Starting materials: CC(=O)O[BH-](OC(C)=O)OC(C)=O, CC(=O)O, COc1ccc2c(c1)c(CC(=O)NN1CCNCC1)c(C)n2C(=O)c1ccc(Cl)cc1, [Na+], O=C1CCCCC1, C1CCOC1. Yields the product COc1ccc2c(c1)c(CC(=O)NN1CCN(C3CCCCC3)CC1)c(C)n2C(=O)c1ccc(Cl)cc1. As a reaction SMILES: [C:43]([O:44][BH-:45]([O:46][C:47](=[O:48])[CH3:49])[O:50][C:51](=[O:52])[CH3:53])(=[O:54])[CH3:55].[CH3:39][C:40](=[O:41])[OH:42].[N:1]1([NH:7][C:8]([CH2:9][c:10]2[c:11]([CH3:30])[n:12]([C:21]([c:22]3[cH:23][cH:24][c:25]([Cl:28])[cH:26][cH:27]3)=[O:29])[c:13]3[cH:14][cH:15][c:16]([O:19][CH3:20])[cH:17][c:18]23)=[O:31])[CH2:2][CH2:3][NH:4][CH2:5][CH2:6]1.[Na+:56].[O:32]=[C:33]1[CH2:34][CH2:35][CH2:36][CH2:37][CH2:38]1.[O:57]1[CH2:58][CH2:59][CH2:60][CH2:61]1>>[N:1]1([NH:7][C:8]([CH2:9][c:10]2[c:11]([CH3:30])[n:12]([C:21]([c:22]3[cH:23][cH:24][c:25]([Cl:28])[cH:26][cH:27]3)=[O:29])[c:13]3[cH:14][cH:15][c:16]([O:19][CH3:20])[cH:17][c:18]23)=[O:31])[CH2:2][CH2:3][N:4]([CH:33]2[CH2:34][CH2:35][CH2:36][CH2:37][CH2:38]2)[CH2:5][CH2:6]1. The reactants are NC1=CC(=C(C#N)C=C1N)C(F)(F)F (4,5-Diamino-2-trifluoromethyl-benzonitrile), C([O-])(O)=O.[Na+] (sodium bicarbonate), FC(C(C(=O)O)O)(F)F (3,3,3-trifluoro-2-hydroxy-propionic acid), Cl (HCl). Solvent: O (water), C(C)(=O)OCC (ethyl acetate). Conditions: temperature 108 celsius. Product: FC(C(O)C1=NC2=C(N1)C=C(C(=C2)C#N)C(F)(F)F)(F)F (2-(2,2,2-Trifluoro-1-hydroxy-ethyl)-6-trifluoromethyl-1H-benzoimdazole-5-carbonitrile). As a reaction SMILES: [NH2:1][C:2]1[C:9]([NH2:10])=[CH:8][C:5]([C:6]#[N:7])=[C:4]([C:11]([F:14])([F:13])[F:12])[CH:3]=1.[F:15][C:16]([F:23])([F:22])[CH:17]([OH:21])[C:18](O)=O.Cl.C(=O)(O)[O-].[Na+]>O.C(OCC)(=O)C>[F:15][C:16]([F:23])([F:22])[CH:17]([C:18]1[NH:1][C:2]2[CH:3]=[C:4]([C:11]([F:12])([F:13])[F:14])[C:5]([C:6]#[N:7])=[CH:8][C:9]=2[N:10]=1)[OH:21] |f:3.4|. Reported procedure: 4,5-Diamino-2-trifluoromethyl-benzonitrile (4.14 g; 20.6 mmoles) and 3,3,3-trifluoro-2-hydroxy-propionic acid (4.50 g; 31.2 mmoles) were suspended in 6N HCl (7 mL; 42 mmoles) under a nitrogen atmosphere. The reaction was stirred vigorously and heated to 108° C. for 18 hrs, then cooled to room temperature. The reaction was diluted with water (100 mL) and with ethyl acetate (100 mL), then sodium bicarbonate (5.19 g; 62.0 mmoles) was added slowly and in portions to quench the reaction. The aqueous ... Reactants: C(=O)C1=NC2=C(C=CC=C2C=C1)N1CCC(CC1)CNC(OC(C)(C)C)=O (tert-butyl (1-(2-formylquinolin-8-yl)piperidin-4-yl)methylcarbamate), N(N)C1=NC=CC(=C1)I (2-hydrazinyl-4-iodopyridine). The product is IC1=CC(=NC=C1)NN=CC1=NC2=C(C=CC=C2C=C1)N1CCC(CC1)CNC(OC(C)(C)C)=O (tert-butyl (1-(2-((2-(4-iodopyridin-2-yl)hydrazono)methyl)quinolin-8-yl)piperidin-4-yl)methylcarbamate). RXN SMILES: [CH:1]([C:3]1[CH:12]=[CH:11][C:10]2[C:5](=[C:6]([N:13]3[CH2:18][CH2:17][CH:16]([CH2:19][NH:20][C:21](=[O:27])[O:22][C:23]([CH3:26])([CH3:25])[CH3:24])[CH2:15][CH2:14]3)[CH:7]=[CH:8][CH:9]=2)[N:4]=1)=O.[NH:28]([C:30]1[CH:35]=[C:34]([I:36])[CH:33]=[CH:32][N:31]=1)[NH2:29]>>[I:36][C:34]1[CH:33]=[CH:32][N:31]=[C:30]([NH:28][N:29]=[CH:1][C:3]2[CH:12]=[CH:11][C:10]3[C:5](=[C:6]([N:13]4[CH2:14][CH2:15][CH:16]([CH2:19][NH:20][C:21](=[O:27])[O:22][C:23]([CH3:25])([CH3:26])[CH3:24])[CH2:17][CH2:18]4)[CH:7]=[CH:8][CH:9]=3)[N:4]=2)[CH:35]=1. Reported procedure: Prepared as described in Example 1, steps D-E, using tert-butyl (1-(2-formylquinolin-8-yl)piperidin-4-yl)methylcarbamate in place of 8-(tert-butyldimethylsilyloxy)quinoline-2-carbaldehyde, and 2-hydrazinyl-4-iodopyridine in place of 2-Hydrazinyl-4-(2-methoxyethoxy)pyridine. Starting materials: CC(=O)OCc1ccc(Br)c(C(=O)N2CC(COc3ccc(F)cn3)CCC2C)c1, CCCC[Sn](CCCC)(CCCC)c1ncccn1, [Cu]I, CN(C)C=O. Yields the product CC(=O)OCc1ccc(-c2ncccn2)c(C(=O)N2CC(COc3ccc(F)cn3)CCC2C)c1. As a reaction SMILES: [C:1]([CH3:2])(=[O:3])[O:4][CH2:5][c:6]1[cH:7][c:8]([C:13](=[O:14])[N:15]2[CH:16]([CH3:30])[CH2:17][CH2:18][CH:19]([CH2:21][O:22][c:23]3[n:24][cH:25][c:26]([F:29])[cH:27][cH:28]3)[CH2:20]2)[c:9]([Br:12])[cH:10][cH:11]1.[CH2:31]([Sn:32]([CH2:33][CH2:34][CH2:35][CH3:42])([c:36]1[n:37][cH:38][cH:39][cH:40][n:41]1)[CH2:43][CH2:44][CH2:45][CH3:46])[CH2:47][CH2:48][CH3:49].[Cu:55][I:56].[O:50]=[CH:51][N:52]([CH3:53])[CH3:54]>>[C:1]([CH3:2])(=[O:3])[O:4][CH2:5][c:6]1[cH:7][c:8]([C:13](=[O:14])[N:15]2[CH:16]([CH3:30])[CH2:17][CH2:18][CH:19]([CH2:21][O:22][c:23]3[n:24][cH:25][c:26]([F:29])[cH:27][cH:28]3)[CH2:20]2)[c:9](-[c:36]2[n:37][cH:38][cH:39][cH:40][n:41]2)[cH:10][cH:11]1. Procedure: To a suspension of 4-((4-chlorophenyl)(thiazol-2-yl)methyl)aniline (220 mg, 0.731 mmol, 1 equip) in isopropanol (6 mL) was added 2,2-dimethyl-1,3-dioxane-4,6-dione (140 mg, 0.951 mmol, 1.3 equip) and triethyl orthoformate (443 mg, 2.925 mmol, 4 equip) and the resulting mixture was heated at 100° C. for 3 h. The reaction mixture was cooled to room temperature and concentrated. The residue was purified by MPLC using dichloromethane-methanol as eluent to yield 5-(((4-((4-chlorophenyl)(thiazol-2-yl)... The solvent is C(C)(C)O (isopropanol). Reaction SMILES: [Cl:1][C:2]1[CH:7]=[CH:6][C:5]([CH:8]([C:16]2[S:17][CH:18]=[CH:19][N:20]=2)[C:9]2[CH:15]=[CH:14][C:12]([NH2:13])=[CH:11][CH:10]=2)=[CH:4][CH:3]=1.[CH3:21][C:22]1([CH3:30])[O:27][C:26](=[O:28])[CH2:25][C:24](=[O:29])[O:23]1.[CH:31](OCC)(OCC)OCC>C(O)(C)C>[Cl:1][C:2]1[CH:3]=[CH:4][C:5]([CH:8]([C:16]2[S:17][CH:18]=[CH:19][N:20]=2)[C:9]2[CH:15]=[CH:14][C:12]([NH:13][CH:31]=[C:25]3[C:26](=[O:28])[O:27][C:22]([CH3:30])([CH3:21])[O:23][C:24]3=[O:29])=[CH:11][CH:10]=2)=[CH:6][CH:7]=1. The reactants are CC1(OC(CC(O1)=O)=O)C (2,2-dimethyl-1,3-dioxane-4,6-dione), C(OCC)(OCC)OCC (triethyl orthoformate), ClC1=CC=C(C=C1)C(C1=CC=C(N)C=C1)C=1SC=CN1 (4-((4-chlorophenyl)(thiazol-2-yl)methyl)aniline). Product: ClC1=CC=C(C=C1)C(C1=CC=C(C=C1)NC=C1C(OC(OC1=O)(C)C)=O)C=1SC=CN1 (5-(((4-((4-chlorophenyl)(thiazol-2-yl)methyl)phenyl)amino)methylene)-2,2-dimethyl-1,3-dioxane-4,6-dione). Run at temperature 100 celsius.